The task is: describe an organic reaction: reactants, conditions, products, and yield. This data is from the Open Reaction Database (ORD), a public repository of structured organic reaction records. Starting materials: C(C)#N.O (ACN water), Alcohol, compound 70a, FC=1C(=CC(=NC1)C1=CN(C2=NC=C(C=C21)F)S(=O)(=O)C2=CC=C(C)C=C2)N[C@H](CO)C(C)(C)C ((S)-2-(5-fluoro-2-(5-fluoro-1-tosyl-1H-pyrrolo[2,3-b]pyridin-3-yl)pyridin-4-ylamino)-3,3-dimethylbutan-1-ol). Product: FC=1C(=NC(=NC1)C1=CNC2=NC=C(C=C21)F)N[C@H](CO)C(C)(C)C ((S)-2-(5-fluoro-2-(5-fluoro-1H-pyrrolo[2,3-b]pyridin-3-yl)pyrimidin-4-ylamino)-3,3-dimethylbutane-1-ol). Reaction SMILES: [F:1][C:2]1[C:3]([NH:28][C@@H:29]([C:32]([CH3:35])([CH3:34])[CH3:33])[CH2:30][OH:31])=C[C:5]([C:8]2[C:16]3[C:11](=[N:12][CH:13]=[C:14]([F:17])[CH:15]=3)[N:10](S(C3C=CC(C)=CC=3)(=O)=O)[CH:9]=2)=[N:6][CH:7]=1.C(#[N:38])C.O>>[F:1][C:2]1[C:3]([NH:28][C@@H:29]([C:32]([CH3:35])([CH3:34])[CH3:33])[CH2:30][OH:31])=[N:38][C:5]([C:8]2[C:16]3[C:11](=[N:12][CH:13]=[C:14]([F:17])[CH:15]=3)[NH:10][CH:9]=2)=[N:6][CH:7]=1 |f:1.2|. Reported procedure: Alcohol, 32, was synthesized in a manner similar to compound 70a utilizing the same deprotection procedure, starting with compound 54a: 1H NMR (400 MHz, CDCl3) δ 10.77 (brs, 1H), 8.25 (d, J=8.4 Hz, 1H), 8.07 (s, 1H), 8.03 (s, 1H), 7.88 (s, 1H), 5.59 (brs, 1H), 4.36 (t, J=8.3 Hz, 2H), 4.11 (m, 1H), 3.72 (m, 2H), 1.06 (s, 9H); LC/MS (10-90% ACN/water 5 min with 0.9% FA) m/z 348.13 (M+H) RT=1.83 minutes. The reactants are P(=O)([O-])([O-])[O-].[K+].[K+].[K+] (potassium phosphate), ClC1=CC=C(C=N1)CC1=CC(=NC2=CC=CC=C12)C(=O)N[C@@H]1[C@H](CCCC1)O (4-[(6-chloropyridin-3-yl)methyl]-N-[(1S,2S)-2-hydroxycyclohexyl]quinoline-2-carboxamide), CN1N=CC(=C1)B1OC(C(O1)(C)C)(C)C (1-methyl-4-(4,4,5,5-tetramethyl-1,3,2-dioxaborolan-2-yl)-1h-pyrazole), C1(CCCCC1)P(C1CCCCC1)C1CCCCC1 (tricyclohexylphosphine). Reagents/catalysts: C=1C=CC(=CC1)/C=C/C(=O)/C=C/C2=CC=CC=C2.C=1C=CC(=CC1)/C=C/C(=O)/C=C/C2=CC=CC=C2.C=1C=CC(=CC1)/C=C/C(=O)/C=C/C2=CC=CC=C2.[Pd].[Pd] (Pd2(dba)3). Run in O1CCOCC1 (dioxane). Conditions: temperature 140 celsius. Product: O[C@@H]1[C@H](CCCC1)NC(=O)C1=NC2=CC=CC=C2C(=C1)CC=1C=NC(=CC1)C=1C=NN(C1)C (N-[(1S,2S)-2-Hydroxycyclohexyl]-4-{[6-(1-methyl-1H-pyrazol-4-yl)pyridin-3-yl]methyl}quinoline-2-carboxamide). RXN SMILES: Cl[C:2]1[N:7]=[CH:6][C:5]([CH2:8][C:9]2[C:18]3[C:13](=[CH:14][CH:15]=[CH:16][CH:17]=3)[N:12]=[C:11]([C:19]([NH:21][C@H:22]3[CH2:27][CH2:26][CH2:25][CH2:24][C@@H:23]3[OH:28])=[O:20])[CH:10]=2)=[CH:4][CH:3]=1.[CH3:29][N:30]1[CH:34]=[C:33](B2OC(C)(C)C(C)(C)O2)[CH:32]=[N:31]1.C1(P(C2CCCCC2)C2CCCCC2)CCCCC1.P([O-])([O-])([O-])=O.[K+].[K+].[K+]>C1C=CC(/C=C/C(/C=C/C2C=CC=CC=2)=O)=CC=1.C1C=CC(/C=C/C(/C=C/C2C=CC=CC=2)=O)=CC=1.C1C=CC(/C=C/C(/C=C/C2C=CC=CC=2)=O)=CC=1.[Pd].[Pd].O1CCOCC1>[OH:28][C@H:23]1[CH2:24][CH2:25][CH2:26][CH2:27][C@@H:22]1[NH:21][C:19]([C:11]1[CH:10]=[C:9]([CH2:8][C:5]2[CH:6]=[N:7][C:2]([C:33]3[CH:32]=[N:31][N:30]([CH3:29])[CH:34]=3)=[CH:3][CH:4]=2)[C:18]2[C:13](=[CH:14][CH:15]=[CH:16][CH:17]=2)[N:12]=1)=[O:20] |f:3.4.5.6,7.8.9.10.11|. Procedure: To a microwave vial containing 4-[(6-chloropyridin-3-yl)methyl]-N-[(1S,2S)-2-hydroxycyclohexyl]quinoline-2-carboxamide (A) (100 mg, 0.25 morel), 1-methyl-4-(4,4,5,5-tetramethyl-1,3,2-dioxaborolan-2-yl)-1h-pyrazole (63 mg, 0.30 mmol), Pd2(dba)3 (2.3 mg, 2.5 μmol), and tricyclohexylphosphine (1.7 mg, 6.1 mop was added 0.84 mL of dioxane and 0.34 mL 1.7 M aqueous tribasic potassium phosphate. The reaction was heated to 140° C. in a microwave reactor for 1 h. The reaction mixture was extracted with ...